This data is from the Open Reaction Database (ORD), a public repository of structured organic reaction records. The task is: describe an organic reaction: reactants, conditions, products, and yield The reactants are C[S-], Cc1cc(F)ccc1-c1cc(N2CCC(COS(C)(=O)=O)CC2)ncc1N(C)C(=O)C(C)(C)c1cc(C(F)(F)F)cc(C(F)(F)F)c1, [Na+], [Na+], CN(C)C=O, [OH-]. Yields the product CSCC1CCN(c2cc(-c3ccc(F)cc3C)c(N(C)C(=O)C(C)(C)c3cc(C(F)(F)F)cc(C(F)(F)F)c3)cn2)CC1. RXN SMILES: [CH3:48][S-:49].[F:1][C:2]([c:3]1[cH:4][c:5]([C:13]([C:14](=[O:15])[N:16]([c:17]2[c:18](-[c:35]3[c:36]([CH3:42])[cH:37][c:38]([F:41])[cH:39][cH:40]3)[cH:19][c:20]([N:23]3[CH2:24][CH2:25][CH:26]([CH2:29][O:30][S:31]([CH3:32])(=[O:33])=[O:34])[CH2:27][CH2:28]3)[n:21][cH:22]2)[CH3:43])([CH3:44])[CH3:45])[cH:6][c:7]([C:9]([F:10])([F:11])[F:12])[cH:8]1)([F:46])[F:47].[Na+:50].[Na+:52].[O:53]=[CH:54][N:55]([CH3:56])[CH3:57].[OH-:51]>>[F:1][C:2]([c:3]1[cH:4][c:5]([C:13]([C:14](=[O:15])[N:16]([c:17]2[c:18](-[c:35]3[c:36]([CH3:42])[cH:37][c:38]([F:41])[cH:39][cH:40]3)[cH:19][c:20]([N:23]3[CH2:24][CH2:25][CH:26]([CH2:29][S:49][CH3:48])[CH2:27][CH2:28]3)[n:21][cH:22]2)[CH3:43])([CH3:44])[CH3:45])[cH:6][c:7]([C:9]([F:10])([F:11])[F:12])[cH:8]1)([F:46])[F:47]. The reactants are C(C)O (ethanol), C1(CC1)COC=1C=C(C=CC1OC(F)F)C(CC(C(=O)OCC)C(COCC1=CC=C(C=C1)OC)=O)=O (ethyl 2-[2-(3-cyclopropylmethoxy-4-difluoromethoxyphenyl)-2-oxoethyl]-4-(4-methoxybenzyloxy)-3-oxobutyrate), C(C)(=O)[O-].[NH4+] (ammonium acetate). The solvent is O (water). Run at time 1 hour. The product is C1(CC1)COC=1C=C(C=CC1OC(F)F)C1=CC(=C(N1)COCC1=CC=C(C=C1)OC)C(=O)OCC (Ethyl 5-(3-cyclopropylmethoxy-4-difluoromethoxyphenyl)-2-(4-methoxybenzyloxymethyl)-1H-pyrrol-3-carboxylate). Yield: 76.6%. As a reaction SMILES: C(O)C.[CH:4]1([CH2:7][O:8][C:9]2[CH:10]=[C:11]([C:19](=O)[CH2:20][CH:21]([C:27](=O)[CH2:28][O:29][CH2:30][C:31]3[CH:36]=[CH:35][C:34]([O:37][CH3:38])=[CH:33][CH:32]=3)[C:22]([O:24][CH2:25][CH3:26])=[O:23])[CH:12]=[CH:13][C:14]=2[O:15][CH:16]([F:18])[F:17])[CH2:6][CH2:5]1.C([O-])(=O)C.[NH4+:45]>O>[CH:4]1([CH2:7][O:8][C:9]2[CH:10]=[C:11]([C:19]3[NH:45][C:27]([CH2:28][O:29][CH2:30][C:31]4[CH:36]=[CH:35][C:34]([O:37][CH3:38])=[CH:33][CH:32]=4)=[C:21]([C:22]([O:24][CH2:25][CH3:26])=[O:23])[CH:20]=3)[CH:12]=[CH:13][C:14]=2[O:15][CH:16]([F:18])[F:17])[CH2:6][CH2:5]1 |f:2.3|. Reported procedure: To 100 ml of ethanol solution containing 14.0 g (26.8 mmol) of ethyl 2-[2-(3-cyclopropylmethoxy-4-difluoromethoxyphenyl)-2-oxoethyl]-4-(4-methoxybenzyloxy)-3-oxobutyrate obtained in Reference example 45-(b) was added 10.3 g (134 mmol) of ammonium acetate, the mixture was stirred at room temperature for 1 hour, and further stirred at 80° C. for 4 hours. After completion of the reaction, to the reaction mixture were added water and a saturated aqueous solution of sodium chloride, and the mixture w... The reactants are COc1ccc2c(c1)C(=Cc1[nH]c(C(=O)O)c(C)c1CCC(=O)O)C(=O)N2, Cl, [K+], [OH-], O, OCCO. The product is COc1ccc2c(c1)C(=Cc1[nH]cc(C)c1CCC(=O)O)C(=O)N2. Reaction SMILES: [C:1](=[O:2])([OH:3])[CH2:4][CH2:5][c:6]1[c:7]([CH3:27])[c:8]([C:24]([OH:25])=[O:26])[nH:9][c:10]1[CH:11]=[C:12]1[C:13](=[O:23])[NH:14][c:15]2[cH:16][cH:17][c:18]([O:21][CH3:22])[cH:19][c:20]21.[ClH:31].[K+:29].[OH-:28].[OH2:30].[OH:32][CH2:33][CH2:34][OH:35]>>[C:1](=[O:2])([OH:3])[CH2:4][CH2:5][c:6]1[c:7]([CH3:27])[cH:8][nH:9][c:10]1[CH:11]=[C:12]1[C:13](=[O:23])[NH:14][c:15]2[cH:16][cH:17][c:18]([O:21][CH3:22])[cH:19][c:20]21. Starting materials: CC=1NC(=C(C(C1C(=O)OC)C1=CC(=CC=C1)[N+](=O)[O-])C(=O)OCCN1C(C=2C(C1=O)=CC=CC2)=O)C ((±)-2,6-dimethyl-3-carbomethoxy-4-(3-nitrophenyl)-5-(2-phthalimidoethyloxycarbonyl)-1,4-dihydropyridine), O.NN (hydrazine monohydrate), NN (hydrazine). Solvent: C(Cl)Cl (CH2Cl2), C(C)O (ethanol). Product: CC=1NC(=C(C(C1C(=O)OC)C1=CC(=CC=C1)[N+](=O)[O-])C(=O)OCCN)C ((±)-2,6-dimethyl-3-carbomethoxy-4-(3-nitrophenyl)-5 (2-aminoethoxycarbonyl)-1,4-dihydropyridine). The yield is 98.7%. RXN SMILES: [CH3:1][C:2]1[NH:3][C:4]([CH3:37])=[C:5]([C:21]([O:23][CH2:24][CH2:25][N:26]2C(=O)C3=CC=CC=C3C2=O)=[O:22])[CH:6]([C:12]2[CH:17]=[CH:16][CH:15]=[C:14]([N+:18]([O-:20])=[O:19])[CH:13]=2)[C:7]=1[C:8]([O:10][CH3:11])=[O:9].O.NN.NN>C(O)C.C(Cl)Cl>[CH3:1][C:2]1[NH:3][C:4]([CH3:37])=[C:5]([C:21]([O:23][CH2:24][CH2:25][NH2:26])=[O:22])[CH:6]([C:12]2[CH:17]=[CH:16][CH:15]=[C:14]([N+:18]([O-:20])=[O:19])[CH:13]=2)[C:7]=1[C:8]([O:10][CH3:11])=[O:9] |f:1.2|. Procedure: A solution of 2.32 g (4.59 mmol) of (±)-2,6-dimethyl-3-carbomethoxy-4-(3-nitrophenyl)-5-(2-phthalimidoethyloxycarbonyl)-1,4-dihydropyridine and 344 mg of hydrazine monohydrate in 100 ml of ethanol is heated at reflux for 2 hr. TLC indicates the reaction is incomplete so another 1.5 equivalents of hydrazine monhydrate is added and the mixture refluxed for an additional hr. After cooling, the precipitate is collected by filtration, washed with ethanol, and the filtrate evaporated under vacuum to l... As a reaction SMILES: [CH3:8][Si:9]([CH3:10])([CH3:11])[CH2:12][CH2:13][O:35][CH2:36][n:14]1[cH:15][cH:16][c:17]2[c:18]1[n:19][cH:20][n:21][c:22]2-[c:23]1[cH:24][n:25][c:26]([CH:28]([CH2:29][C:30]#[N:31])[CH2:32][CH2:33][CH3:34])[s:27]1.[Cl:37][CH2:38][Cl:39].[F:1][C:2]([F:3])([F:4])[C:5]([OH:6])=[O:7]>>[nH:14]1[cH:15][cH:16][c:17]2[c:18]1[n:19][cH:20][n:21][c:22]2-[c:23]1[cH:24][n:25][c:26]([CH:28]([CH2:29][C:30]#[N:31])[CH2:32][CH2:33][CH3:34])[s:27]1. The product is CCCC(CC#N)c1ncc(-c2ncnc3[nH]ccc23)s1. Reactants: CCCC(CC#N)c1ncc(-c2ncnc3c2ccn3COCC[Si](C)(C)C)s1, ClCCl, O=C(O)C(F)(F)F.